Dataset: the Open Reaction Database (ORD), a public repository of structured organic reaction records. Task: describe an organic reaction: reactants, conditions, products, and yield Reactants: ClC1(Cl)COCCO1, N#Cc1ccc(NC(=O)COCCCl)cc1, N#Cc1ccc(N)cc1. Yields the product N#Cc1ccc(N2CCOCC2=O)cc1. RXN SMILES: [Cl:10][C:11]1([Cl:12])[CH2:13][O:14][CH2:15][CH2:16][O:17]1.[Cl:18][CH2:19][CH2:20][O:21][CH2:22][C:23](=[O:24])[NH:25][c:26]1[cH:27][cH:28][c:29]([C:32]#[N:33])[cH:30][cH:31]1.[NH2:1][c:2]1[cH:3][cH:4][c:5]([C:6]#[N:7])[cH:8][cH:9]1>>[CH2:19]1[CH2:20][O:21][CH2:22][C:23](=[O:24])[N:25]1[c:26]1[cH:27][cH:28][c:29]([C:32]#[N:33])[cH:30][cH:31]1. Reactants: OC=1C(=NC=CC1)C(=O)O (3-hydroxy picolinic acid). The reagents and catalysts are [OH-].[Rh+3].[OH-].[OH-] (rhodium hydroxide), [OH-].[OH-].[Pd+2] (palladium hydroxide on carbon). Solvent: [OH-].[NH4+] (ammonium hydroxide), O (water). Yields the product O[C@@H]1[C@@H](NCCC1)C(=O)O ((±)-(cis)-3-Hydroxypipecolic acid). Yield: 93.2%. As a reaction SMILES: [OH:1][C:2]1[C:3]([C:8]([OH:10])=[O:9])=[N:4][CH:5]=[CH:6][CH:7]=1>[OH-].[NH4+].O.[OH-].[Rh+3].[OH-].[OH-].[OH-].[OH-].[Pd+2]>[OH:1][C@H:2]1[CH2:7][CH2:6][CH2:5][NH:4][C@H:3]1[C:8]([OH:10])=[O:9] |f:1.2,4.5.6.7,8.9.10|. Procedure: A mixture of 3-hydroxy picolinic acid (20 g, 0.14 mol), 10% rhodium hydroxide on carbon (The catalyst was prepared according to the literature procedure: William M. Pealman, Tetrahedron Letters, 1967, 8, 1663-1664) (13.2 g), 20% palladium hydroxide on carbon (4.0 g) in 30% ammonium hydroxide solution (40 mL) and water (280 mL) were stirred under hydrogen at 75 psi for 6 days. The catalysts were removed by filtration and the filtrate was concentrated to yield the crude product 77A as a white foam... Reaction SMILES: [F:1][C:2]1[CH:3]=[CH:4][C:5]([OH:11])=[C:6]([C:8](=O)[CH3:9])[CH:7]=1.Cl[CH2:13][C:14]([N:16]([O:18][CH3:19])[CH3:17])=[O:15].[I-].[Na+].C(=O)([O-])[O-].[K+].[K+].Cl.N12CCCN=C1CCCCC2>CN(C)C=O>[F:1][C:2]1[CH:3]=[CH:4][C:5]2[O:11][C:13]([C:14]([N:16]([O:18][CH3:19])[CH3:17])=[O:15])=[C:8]([CH3:9])[C:6]=2[CH:7]=1 |f:2.3,4.5.6|. Reaction conditions: temperature 80 celsius, time 8 hour. Yield: 28.4%. The solvent is CN(C=O)C (N,N-dimethylformamide), CN(C=O)C (N,N-dimethylformamide). The product is FC=1C=CC2=C(C(=C(O2)C(=O)N(C)OC)C)C1 (5-fluoro-N-methoxy-N,3-dimethyl-1-benzofuran-2-carboxamide). The reactants are Cl (Hydrochloric acid), FC=1C=CC(=C(C1)C(C)=O)O (1-(5-fluoro-2-hydroxyphenyl)ethanone), ClCC(=O)N(C)OC (2-chloro-N-methoxy-N-methylacetamide), [I-].[Na+] (sodium iodide), C([O-])([O-])=O.[K+].[K+] (potassium carbonate), solution, N12CCCCCC2=NCCC1 (1,8-diazabicyclo[5.4.0]undec-7-ene), Cl (Hydrochloric acid). Reported procedure: To a mixture of 1-(5-fluoro-2-hydroxyphenyl)ethanone (10.0 g), 2-chloro-N-methoxy-N-methylacetamide (9.82 g), sodium iodide (19.5 g) and N,N-dimethylformamide (200 mL) was added potassium carbonate (18.0 g), and the mixture was stirred at 80° C. overnight. 1N Hydrochloric acid was added to quench the reaction, and the mixture was extracted with ethyl acetate. The extract was washed with saturated brine, dried over magnesium sulfate, and concentrated under reduced pressure to give a brown solid. ... Reactants: COC(=O)C(Cc1ccc(C(F)(F)F)cc1)C(=O)OC(C)(C)C, C1CCOC1, Cl, [Li+], [OH-]. Product: CC(C)(C)OC(=O)C(Cc1ccc(C(F)(F)F)cc1)C(=O)O. RXN SMILES: [C:1]([CH3:2])([CH3:3])([CH3:4])[O:5][C:6](=[O:7])[CH:8]([C:9](=[O:10])[O:11][CH3:12])[CH2:13][c:14]1[cH:15][cH:16][c:17]([C:20]([F:21])([F:22])[F:23])[cH:18][cH:19]1.[CH2:27]1[O:28][CH2:29][CH2:30][CH2:31]1.[ClH:26].[Li+:25].[OH-:24]>>[C:1]([CH3:2])([CH3:3])([CH3:4])[O:5][C:6](=[O:7])[CH:8]([C:9](=[O:10])[OH:11])[CH2:13][c:14]1[cH:15][cH:16][c:17]([C:20]([F:21])([F:22])[F:23])[cH:18][cH:19]1. Reactants: 1β-methyl-19-(4'-tetrahydropyranyloxy)-5-androstene-3,17-dione, O[C@@H]1[C@]2(C)[C@@H](CC1)[C@@H]1CC=C3CC(CC[C@]3(CO)[C@H]1CC2)=O (17β,19-dihydroxy-5-androsten-3-one), O([Si](C)(C)C(C)(C)C)C[C@]12CCC(CC1=CC[C@H]1[C@@H]3CCC([C@@]3(C)CC[C@H]21)=O)=O (19-t-butyldimethylsiloxy-5-androstene-3,17-dione), 4α-methyl-17β,19-di(4'-tetrahydropyranyloxy)-5-androsten-3-one. Yields the product O([Si](C)(C)C(C)(C)C)C[C@]12CC[C@H](CC1=CC[C@H]1[C@@H]3CCC([C@@]3(C)CC[C@H]21)O)O (19-t-butyldimethylsiloxy-5-androstene-3α,17-diol), 1β-methyl-19-(4'-tetrahydropyranyloxy)-5-androstene-3α,17β-diol. RXN SMILES: [O:1]([CH2:9][C@@:10]12[C@@H:27]3[C@H:18]([C@H:19]4[C@@:23]([CH2:25][CH2:26]3)([CH3:24])[C:22](=[O:28])[CH2:21][CH2:20]4)[CH2:17][CH:16]=[C:15]1[CH2:14][C:13](=[O:29])[CH2:12][CH2:11]2)[Si:2]([C:5]([CH3:8])([CH3:7])[CH3:6])([CH3:4])[CH3:3].O[C@H]1CC[C@H]2[C@H]3[C@H](CC[C@]12C)[C@]1(CO)C(CC(=O)CC1)=CC3>>[O:1]([CH2:9][C@@:10]12[C@@H:27]3[C@H:18]([C@H:19]4[C@@:23]([CH2:25][CH2:26]3)([CH3:24])[CH:22]([OH:28])[CH2:21][CH2:20]4)[CH2:17][CH:16]=[C:15]1[CH2:14][C@H:13]([OH:29])[CH2:12][CH2:11]2)[Si:2]([C:5]([CH3:8])([CH3:6])[CH3:7])([CH3:4])[CH3:3]. Reported procedure: Substituting 19-t-butyldimethylsiloxy-5-androstene-3,17-dione, 4α-methyl-17β,19-di(4'-tetrahydropyranyloxy)-5-androsten-3-one and 1β-methyl-19-(4'-tetrahydropyranyloxy)-5-androstene-3,17-dione for the 17β,19-dihydroxy-5-androsten-3-one above results in the preparation of 19-t-butyldimethylsiloxy-5-androstene-3α,17-diol, 4α-methyl-17β,19-di(4'-tetrahydropyranyloxy)-5-androsten-3α-ol and 1β-methyl-19-(4'-tetrahydropyranyloxy)-5-androstene-3α,17β-diol, respectively. Starting materials: Cl.NC1[C@@H]2N(C(C(CS2)=C)C(=O)OCC2=CC=C(C=C2)[N+](=O)[O-])C1=O (p-nitrobenzyl 7-amino-3-methylenecepham-4-carboxylate hydrochloride), CO (methanol). Product: NC1[C@@H]2N(C(=C(CS2)O)C(=O)OCC2=CC=C(C=C2)[N+](=O)[O-])C1=O (p-nitrobenzyl 7-amino-3-hydroxy-3-cephem-4-carboxylate), hydrochloride salt. Reaction SMILES: Cl.[NH2:2][CH:3]1[C:24](=[O:25])[N:5]2[CH:6]([C:11]([O:13][CH2:14][C:15]3[CH:20]=[CH:19][C:18]([N+:21]([O-:23])=[O:22])=[CH:17][CH:16]=3)=[O:12])[C:7](=C)[CH2:8][S:9][C@H:4]12.C[OH:27]>>[NH2:2][CH:3]1[C:24](=[O:25])[N:5]2[C:6]([C:11]([O:13][CH2:14][C:15]3[CH:20]=[CH:19][C:18]([N+:21]([O-:23])=[O:22])=[CH:17][CH:16]=3)=[O:12])=[C:7]([OH:27])[CH2:8][S:9][C@H:4]12 |f:0.1|. Procedure: In a further example, p-nitrobenzyl 7-amino-3-methylenecepham-4-carboxylate hydrochloride is dissolved in methanol and ozone is bubbled through the solution at a temperature of about -78° C. Excess ozone is purged from the mixture with nitrogen and the ozonide is decomposed by bubbling sulfur dioxide through the mixture. The reaction mixture is evaporated to dryness and the residue, p-nitrobenzyl 7-amino-3-hydroxy-3-cephem-4-carboxylate is obtained as the hydrochloride salt. The reactants are C(C)(C)(C)OC(NC=1N(C(C[C@@](N1)(CCC)C1=CC(=CC=C1)N)=O)C)=O ([(S)-4-(3-amino-phenyl)-1-methyl-6-oxo-4-propyl-1,4,5,6-tetrahydro-pyrimidin-2-yl]-carbamic acid tert-butyl ester), C(C)(C)(C)OC(NC=1N(C(C[C@@](N1)(CCC)C1=CC(=CC=C1)N)=O)C)=O ([(S)-4-(3-amino-phenyl)-1-methyl-6-oxo-4-propyl-1,4,5,6-tetrahydro-pyrimidin-2-yl]-carbamic acid tert-butyl ester), FC(C1(CC1)C(=O)O)(F)F (1-trifluoromethyl-cyclopropanecarboxylic acid). Product: NC=1N(C(C[C@@](N1)(CCC)C=1C=C(C=CC1)NC(=O)C1(CC1)C(F)(F)F)=O)C (1-Trifluoromethyl-cyclopropanecarboxylic acid [3-((S)-2-amino-1-methyl-6-oxo-4-propyl-1,4,5,6-tetrahydro-pyrimidin-4-yl)-phenyl]-amide). Reaction SMILES: C(OC(=O)[NH:7][C:8]1[N:9]([CH3:25])[C:10](=[O:24])[CH2:11][C@:12]([C:17]2[CH:22]=[CH:21][CH:20]=[C:19]([NH2:23])[CH:18]=2)([CH2:14][CH2:15][CH3:16])[N:13]=1)(C)(C)C.[F:27][C:28]([F:36])([F:35])[C:29]1([C:32](O)=[O:33])[CH2:31][CH2:30]1>>[NH2:7][C:8]1[N:9]([CH3:25])[C:10](=[O:24])[CH2:11][C@:12]([C:17]2[CH:18]=[C:19]([NH:23][C:32]([C:29]3([C:28]([F:36])([F:35])[F:27])[CH2:31][CH2:30]3)=[O:33])[CH:20]=[CH:21][CH:22]=2)([CH2:14][CH2:15][CH3:16])[N:13]=1. Procedure details: The coupling of [(S)-4-(3-amino-phenyl)-1-methyl-6-oxo-4-propyl-1,4,5,6-tetrahydro-pyrimidin-2-yl]-carbamic acid tert-butyl ester (intermediate F5) and 1-trifluoromethyl-cyclopropanecarboxylic acid followed by deprotection of the intermediate yielded the title compound as a white solid. MS (ESI): m/z=397.2 [M+H]+. Reactants: COC1=NC(=C(C=C1NC(OC1=CC=CC=C1)=O)C)CCC (Phenyl N-(2-methoxy-5-methyl-6-propylpyridin-3-yl)carbamate), COC=1C=C(C=C(C1)OC)N1CCNCC1 (1-(3,5-dimethoxyphenyl)piperazine). Yields the product COC1=NC(=C(C=C1NC(=O)N1CCN(CC1)C1=CC(=CC(=C1)OC)OC)C)CCC (1-[(2-Methoxy-5-methyl-6-propylpyridin-3-yl)aminocarbonyl]-4-(3,5-dimethoxyphenyl)piperazine). The yield is 57.0%. As a reaction SMILES: [CH3:1][O:2][C:3]1[C:8]([NH:9][C:10](=[O:18])OC2C=CC=CC=2)=[CH:7][C:6]([CH3:19])=[C:5]([CH2:20][CH2:21][CH3:22])[N:4]=1.[CH3:23][O:24][C:25]1[CH:26]=[C:27]([N:33]2[CH2:38][CH2:37][NH:36][CH2:35][CH2:34]2)[CH:28]=[C:29]([O:31][CH3:32])[CH:30]=1>>[CH3:1][O:2][C:3]1[C:8]([NH:9][C:10]([N:36]2[CH2:35][CH2:34][N:33]([C:27]3[CH:26]=[C:25]([O:24][CH3:23])[CH:30]=[C:29]([O:31][CH3:32])[CH:28]=3)[CH2:38][CH2:37]2)=[O:18])=[CH:7][C:6]([CH3:19])=[C:5]([CH2:20][CH2:21][CH3:22])[N:4]=1. Procedure details: Phenyl N-(2-methoxy-5-methyl-6-propylpyridin-3-yl)carbamate and 1-(3,5-dimethoxyphenyl)piperazine were reacted by the same way with the example 1 to obtain the titled compound. Starting materials: CC(C)(C)OC(=O)c1cncc(Br)c1, O=C([O-])[O-], OB(O)c1ccc2c(c1)OCO2, CN(C)C=O, [K+], [K+], O. Reaction SMILES: [Br:1][c:2]1[cH:3][n:4][cH:5][c:6]([C:7](=[O:8])[O:9][C:10]([CH3:11])([CH3:12])[CH3:13])[cH:14]1.[C:15](=[O:16])([O-:17])[O-:18].[CH2:21]1[O:22][c:23]2[cH:24][c:25]([B:30]([OH:31])[OH:32])[cH:26][cH:27][c:28]2[O:29]1.[CH3:33][N:34]([CH3:35])[CH:36]=[O:37].[K+:19].[K+:20].[OH2:38]>>[c:2]1(-[c:25]2[cH:24][c:23]3[c:28]([cH:27][cH:26]2)[O:29][CH2:21][O:22]3)[cH:3][n:4][cH:5][c:6]([C:7](=[O:8])[O:9][C:10]([CH3:11])([CH3:12])[CH3:13])[cH:14]1. Product: CC(C)(C)OC(=O)c1cncc(-c2ccc3c(c2)OCO3)c1.